This data is from the Open Reaction Database (ORD), a public repository of structured organic reaction records. The task is: describe an organic reaction: reactants, conditions, products, and yield Run at temperature 40 celsius. The solvent is C(C)OCC (diethyl ether), C(C)(=O)O (acetic acid). Reaction SMILES: [N:1]1[CH:6]=[CH:5][CH:4]=[C:3]([C:7](=[O:9])[CH3:8])[CH:2]=1.[BrH:10].BrBr>C(O)(=O)C.C(OCC)C>[BrH:10].[Br:10][CH2:8][C:7]([C:3]1[CH:2]=[N:1][CH:6]=[CH:5][CH:4]=1)=[O:9] |f:5.6|. Yields the product Br.BrCC(=O)C=1C=NC=CC1 (2-Bromo-(3-pyridyl)ethanone hydrobromide). Isolated yield 132.9%. Reactants: N1=CC(=CC=C1)C(C)=O (1-(3-pyridinyl)-ethanone), aqueous solution, Br (hydrogen bromide), BrBr (bromine). Reported procedure: To a vigorously stirred solution of 1-(3-pyridinyl)-ethanone (7.2 mL, 65.44 mmol) in acetic acid (65 mL) and a 48% aqueous solution of hydrogen bromide (11 mL, 97.88 mmol) at 0° C. is added bromine (3.5 mL, 68.11 mmol) drop wise. The reaction is warmed to 40° C. with vigorous stirring and stirred for 2 hours. The reaction is then warmed to 75° C. and is stirred for 2 hours. The reaction mixture is cooled to room temperature and diluted with diethyl ether. The resulting precipitate is collected, ... Starting materials: Cc1cc(F)ncc1C(=O)N1CCN(c2ncc(Br)cc2C)CC1, [H-], [Na+], O=C1NCCO1, CN(C)C=O, O. Yields the product Cc1cc(N2CCOC2=O)ncc1C(=O)N1CCN(c2ncc(Br)cc2C)CC1. RXN SMILES: [Br:9][c:10]1[cH:11][c:12]([CH3:32])[c:13]([N:16]2[CH2:17][CH2:18][N:19]([C:22](=[O:23])[c:24]3[cH:25][n:26][c:27]([F:31])[cH:28][c:29]3[CH3:30])[CH2:20][CH2:21]2)[n:14][cH:15]1.[H-:7].[Na+:8].[O:1]1[C:2](=[O:6])[NH:3][CH2:4][CH2:5]1.[O:34]=[CH:35][N:36]([CH3:37])[CH3:38].[OH2:33]>>[O:1]1[C:2](=[O:6])[N:3]([c:27]2[n:26][cH:25][c:24]([C:22]([N:19]3[CH2:18][CH2:17][N:16]([c:13]4[c:12]([CH3:32])[cH:11][c:10]([Br:9])[cH:15][n:14]4)[CH2:21][CH2:20]3)=[O:23])[c:29]([CH3:30])[cH:28]2)[CH2:4][CH2:5]1.